Dataset: the Open Reaction Database (ORD), a public repository of structured organic reaction records. Task: describe an organic reaction: reactants, conditions, products, and yield The reactants are Oc1ccc(Br)cc1, CC(CCl)CBr. Yields the product CC(CCl)COc1ccc(Br)cc1. As a reaction SMILES: [Br:1][c:2]1[cH:3][cH:4][c:5]([OH:8])[cH:6][cH:7]1.[Br:9][CH2:10][CH:11]([CH2:12][Cl:13])[CH3:14]>>[Br:1][c:2]1[cH:3][cH:4][c:5]([O:8][CH2:10][CH:11]([CH2:12][Cl:13])[CH3:14])[cH:6][cH:7]1.